Task: describe an organic reaction: reactants, conditions, products, and yield. Dataset: the Open Reaction Database (ORD), a public repository of structured organic reaction records The solvent is C1(=CC=CC=C1)C (toluene). Procedure details: 53 mg of tris(dibenzylideneacetone)dipalladium(0) and 0.17 g sodium tert-butoxide were added to 5 mL of toluene solution containing 0.50 g of tert-butyl 2-(benzamido)-4-iodobenzoate, 0.25 mL of 3-phenylpropylamine and 36 mg of rac-2,2′-bis(diphenylphosphino)-1,1-binaphthyl at room temperature and stirred at 80° C. for 7 hours. After the reaction mixture was cooled to room temperature, insoluble were removed by filtration, and the solvent was evaporated under reduced pressure. The obtained residu... Starting materials: C(C1=CC=CC=C1)(=O)NC1=C(C(=O)OC(C)(C)C)C=CC(=C1)I (tert-butyl 2-(benzamido)-4-iodobenzoate), C1(=CC=CC=C1)CCCN (3-phenylpropylamine), C1(=CC=CC=C1)P(C1=C(C2=CC=CC=C2C=C1)C1=C(C=CC2=CC=CC=C12)P(C1=CC=CC=C1)C1=CC=CC=C1)C1=CC=CC=C1 (rac-2,2′-bis(diphenylphosphino)-1,1-binaphthyl), CC(C)([O-])C.[Na+] (sodium tert-butoxide). The product is C(C1=CC=CC=C1)(=O)NC1=C(C(=O)OC(C)(C)C)C=CC(=C1)NCCCC1=CC=CC=C1 (tert-butyl 2-(benzamido)-4-(3-phenylpropylamino)benzoate). RXN SMILES: CC(C)([O-])C.[Na+].[C:7]([NH:15][C:16]1[CH:28]=[C:27](I)[CH:26]=[CH:25][C:17]=1[C:18]([O:20][C:21]([CH3:24])([CH3:23])[CH3:22])=[O:19])(=[O:14])[C:8]1[CH:13]=[CH:12][CH:11]=[CH:10][CH:9]=1.[C:30]1([CH2:36][CH2:37][CH2:38][NH2:39])[CH:35]=[CH:34][CH:33]=[CH:32][CH:31]=1.C1(P(C2C=CC=CC=2)C2C=CC3C(=CC=CC=3)C=2C2C3C(=CC=CC=3)C=CC=2P(C2C=CC=CC=2)C2C=CC=CC=2)C=CC=CC=1>C1C=CC(/C=C/C(/C=C/C2C=CC=CC=2)=O)=CC=1.C1C=CC(/C=C/C(/C=C/C2C=CC=CC=2)=O)=CC=1.C1C=CC(/C=C/C(/C=C/C2C=CC=CC=2)=O)=CC=1.[Pd].[Pd].C1(C)C=CC=CC=1>[C:7]([NH:15][C:16]1[CH:28]=[C:27]([NH:39][CH2:38][CH2:37][CH2:36][C:30]2[CH:35]=[CH:34][CH:33]=[CH:32][CH:31]=2)[CH:26]=[CH:25][C:17]=1[C:18]([O:20][C:21]([CH3:24])([CH3:23])[CH3:22])=[O:19])(=[O:14])[C:8]1[CH:13]=[CH:12][CH:11]=[CH:10][CH:9]=1 |f:0.1,5.6.7.8.9|. The reagents and catalysts are C=1C=CC(=CC1)/C=C/C(=O)/C=C/C2=CC=CC=C2.C=1C=CC(=CC1)/C=C/C(=O)/C=C/C2=CC=CC=C2.C=1C=CC(=CC1)/C=C/C(=O)/C=C/C2=CC=CC=C2.[Pd].[Pd] (tris(dibenzylideneacetone)dipalladium(0)). Run at temperature 80 celsius, time 7 hour. Reactants: CN1CCOCC1 (N-Methylmorpholine), ON1N=NC2=C1C=CC=C2 (1-hydroxybenzotriazole), Cl.CN(CCCN=C=NCC)C (1-(3-dimethylaminopropyl)-3-ethylcarbodiimide hydrochloride), C(C)(C)(C)OC(=O)NCCCC[C@@H](C(=O)OC(C)(C)C)NC(=O)N[C@H](CC1CCCCC1)C(=O)O (tert-butyl(S)-6-tert-butoxycarbonylamino-2-[3-((R)-1-carboxy-2-cyclohexyl-ethyl)-ureido]-hexanoate), FC1=C(CN)C=CC(=C1)F (2,4-difluorobenzylamine). Run in C(Cl)Cl (CH2Cl2), CN(C)C=O (DMF). Reaction conditions: time 14 hour. The product is C(C)(C)(C)OC(=O)NCCCC[C@@H](C(=O)OC(C)(C)C)NC(=O)N[C@H](CC1CCCCC1)C(NCC1=C(C=C(C=C1)F)F)=O (tert-butyl (S)-6-tert-butoxycarbonylamino-2-{3-[(R)-2-cyclohexyl-1-(2,4-difluorobenzylcarbamoyl)-ethyl]-ureido}-hexanoate). RXN SMILES: CN1CCOCC1.ON1C2C=CC=CC=2N=N1.Cl.CN(C)CCCN=C=NCC.[C:30]([O:34][C:35]([NH:37][CH2:38][CH2:39][CH2:40][CH2:41][C@H:42]([NH:50][C:51]([NH:53][C@@H:54]([C:62](O)=[O:63])[CH2:55][CH:56]1[CH2:61][CH2:60][CH2:59][CH2:58][CH2:57]1)=[O:52])[C:43]([O:45][C:46]([CH3:49])([CH3:48])[CH3:47])=[O:44])=[O:36])([CH3:33])([CH3:32])[CH3:31].[F:65][C:66]1[CH:73]=[C:72]([F:74])[CH:71]=[CH:70][C:67]=1[CH2:68][NH2:69]>C(Cl)Cl.CN(C=O)C>[C:30]([O:34][C:35]([NH:37][CH2:38][CH2:39][CH2:40][CH2:41][C@H:42]([NH:50][C:51]([NH:53][C@@H:54]([C:62](=[O:63])[NH:69][CH2:68][C:67]1[CH:70]=[CH:71][C:72]([F:74])=[CH:73][C:66]=1[F:65])[CH2:55][CH:56]1[CH2:61][CH2:60][CH2:59][CH2:58][CH2:57]1)=[O:52])[C:43]([O:45][C:46]([CH3:49])([CH3:48])[CH3:47])=[O:44])=[O:36])([CH3:31])([CH3:32])[CH3:33] |f:2.3|. Reported procedure: N-Methylmorpholine (53 μl, 0.48 mmol), 1-hydroxybenzotriazole (28 mg, 0.208 mmol) and 1-(3-dimethylaminopropyl)-3-ethylcarbodiimide hydrochloride (36.8 mg, 0.192 mmol) were added in the stated sequence to a solution of tert-butyl(S)-6-tert-butoxycarbonylamino-2-[3-((R)-1-carboxy-2-cyclohexyl-ethyl)-ureido]-hexanoate (80 mg, 0.16 mmol) and 2,4-difluorobenzylamine (22.9 mg, 0.16 mmol) in 3 ml of CH2Cl2 and 1 ml of DMF, and the mixture was stirred at RT for about 14 h. Extraction with CH2Cl2/H2O, d...